From a dataset of the Open Reaction Database (ORD), a public repository of structured organic reaction records. describe an organic reaction: reactants, conditions, products, and yield The reactants are Cc1cc2c(cc1Br)NC(=O)C(C)(C)O2, CCI, CS(C)=O, [K+], [OH-]. Yields the product CCN1C(=O)C(C)(C)Oc2cc(C)c(Br)cc21. Reaction SMILES: [Br:1][c:2]1[c:3]([CH3:15])[cH:4][c:5]2[c:6]([cH:14]1)[NH:7][C:8](=[O:13])[C:9]([CH3:11])([CH3:12])[O:10]2.[CH2:18]([CH3:19])[I:20].[CH3:21][S:22]([CH3:23])=[O:24].[K+:17].[OH-:16]>>[Br:1][c:2]1[c:3]([CH3:15])[cH:4][c:5]2[c:6]([cH:14]1)[N:7]([CH2:18][CH3:19])[C:8](=[O:13])[C:9]([CH3:11])([CH3:12])[O:10]2. Reactants: BrCc1ccccc1, CNS(=O)(=O)c1ccc(-c2ncnc3ccc(-c4cn(C(c5ccccc5)(c5ccccc5)c5ccccc5)nc4-c4ccc(F)cc4)cc23)s1. RXN SMILES: [Br:52][CH2:53][c:54]1[cH:55][cH:56][cH:57][cH:58][cH:59]1.[CH3:1][NH:2][S:3](=[O:4])(=[O:5])[c:6]1[s:7][c:8](-[c:11]2[n:12][cH:13][n:14][c:15]3[cH:16][cH:17][c:18](-[c:21]4[c:22](-[c:45]5[cH:46][cH:47][c:48]([F:51])[cH:49][cH:50]5)[n:23][n:24]([C:26]([c:27]5[cH:28][cH:29][cH:30][cH:31][cH:32]5)([c:33]5[cH:34][cH:35][cH:36][cH:37][cH:38]5)[c:39]5[cH:40][cH:41][cH:42][cH:43][cH:44]5)[cH:25]4)[cH:19][c:20]23)[cH:9][cH:10]1>>[CH3:1][N:2]([S:3](=[O:4])(=[O:5])[c:6]1[s:7][c:8](-[c:11]2[n:12][cH:13][n:14][c:15]3[cH:16][cH:17][c:18](-[c:21]4[c:22](-[c:45]5[cH:46][cH:47][c:48]([F:51])[cH:49][cH:50]5)[n:23][n:24]([C:26]([c:27]5[cH:28][cH:29][cH:30][cH:31][cH:32]5)([c:33]5[cH:34][cH:35][cH:36][cH:37][cH:38]5)[c:39]5[cH:40][cH:41][cH:42][cH:43][cH:44]5)[cH:25]4)[cH:19][c:20]23)[cH:9][cH:10]1)[CH2:53][c:54]1[cH:55][cH:56][cH:57][cH:58][cH:59]1. The product is CN(Cc1ccccc1)S(=O)(=O)c1ccc(-c2ncnc3ccc(-c4cn(C(c5ccccc5)(c5ccccc5)c5ccccc5)nc4-c4ccc(F)cc4)cc23)s1. Starting materials: [OH-].[Na+] (sodium hydroxide), FC1=C(C(=CC=C1)F)S(=O)(=O)Cl (2,6-difluorobenzenesulfonyl chloride), FC1=C(C=C2C(=CNC2=C1)C1CCN(CC1)C)O (6-fluoro-3-(1-methylpiperidin-4-yl)-1H-indole-5-ol). Run in C1CCOC1 (THF). Yields the product FC1=C(C=C2C(=CNC2=C1)C1CCN(CC1)C)OS(=O)(=O)C1=C(C=CC=C1F)F (2,6-Difluorobenzenesulfonic acid 6-fluoro-3-(1-methylpiperidin-4-yl)-1H-indol-5-yl ester). The yield is 27.7%. As a reaction SMILES: [OH-].[Na+].[F:3][C:4]1[CH:9]=[CH:8][CH:7]=[C:6]([F:10])[C:5]=1[S:11](Cl)(=[O:13])=[O:12].[F:15][C:16]1[CH:24]=[C:23]2[C:19]([C:20]([CH:25]3[CH2:30][CH2:29][N:28]([CH3:31])[CH2:27][CH2:26]3)=[CH:21][NH:22]2)=[CH:18][C:17]=1[OH:32]>C1COCC1>[F:15][C:16]1[CH:24]=[C:23]2[C:19]([C:20]([CH:25]3[CH2:26][CH2:27][N:28]([CH3:31])[CH2:29][CH2:30]3)=[CH:21][NH:22]2)=[CH:18][C:17]=1[O:32][S:11]([C:5]1[C:6]([F:10])=[CH:7][CH:8]=[CH:9][C:4]=1[F:3])(=[O:13])=[O:12] |f:0.1|. Reported procedure: By a method similar to Example 31, using 0.2N sodium hydroxide (2.4 mmol, 12.2 mL), 2,6-difluorobenzenesulfonyl chloride (2.9 mmol, 0.625 g), 6-fluoro-3-(1-methylpiperidin-4-yl)-1H-indole-5-ol (2.4 mmol, 0.608 g) in THF (7.7 mL). The crude isolated product was subjected to normal phase silica gel radial chromatography, 4 mm plate eluting with 9:1 methylene chloride:2M ammonia in methanol at 10 mL/minute. Fractions containing product combined, concentrated in vacuo to a white solid. The title com... Starting materials: BrCCCCCBr (1,5-dibromopentane), C(C)(C)N(CC)C(C)C (diisopropylethylamine), NC1=CC=C(C(=O)OCC)C=C1 (ethyl 4-aminobenzoate). Solvent: O (water), C1=CC=CC=C1 (benzene). The product is N1(CCCCC1)C1=CC=C(C(=O)OCC)C=C1 (ethyl 4-(piperidine-1-yl)benzoate). RXN SMILES: [NH2:1][C:2]1[CH:12]=[CH:11][C:5]([C:6]([O:8][CH2:9][CH3:10])=[O:7])=[CH:4][CH:3]=1.Br[CH2:14][CH2:15][CH2:16][CH2:17][CH2:18]Br.C(N(C(C)C)CC)(C)C>C1C=CC=CC=1.O>[N:1]1([C:2]2[CH:3]=[CH:4][C:5]([C:6]([O:8][CH2:9][CH3:10])=[O:7])=[CH:11][CH:12]=2)[CH2:18][CH2:17][CH2:16][CH2:15][CH2:14]1. Procedure: 2.16 g (13.1 mmol) of ethyl 4-aminobenzoate was dissolved in 20 ml of benzene. 2.97 g (13.0 mmol) of 1,5-dibromopentane and 4.53 ml (26.0 mmol) of diisopropylethylamine were added to the solution, and they were heated under reflux for 48 hours. The reaction liquid was diluted with water. After the extraction with ethyl acetate, the organic layer was washed with water and then with saturated aqueous NaCl solution, and dried over anhydrous magnesium sulfate. The solvent was evaporated to obtain th... Reactants: ice, ClC1=C(C=O)C=CC(=C1OC)F (2-Chloro-4-fluoro-3-methoxybenzaldehyde), C(CC(=O)O)(=O)O (malonic acid), N1CCCCC1 (piperidine). Run in N1=CC=CC=C1 (pyridine). Reaction conditions: temperature 90 celsius, time 220 minute. Yields the product ClC1=C(C=CC(=C1OC)F)/C=C/C(=O)O ((2E)-3-(2-chloro-4-fluoro-3-methoxyphenyl)acrylic acid). RXN SMILES: [Cl:1][C:2]1[C:9]([O:10][CH3:11])=[C:8]([F:12])[CH:7]=[CH:6][C:3]=1[CH:4]=O.C(O)(=O)[CH2:14][C:15]([OH:17])=[O:16].N1CCCCC1>N1C=CC=CC=1>[Cl:1][C:2]1[C:9]([O:10][CH3:11])=[C:8]([F:12])[CH:7]=[CH:6][C:3]=1/[CH:4]=[CH:14]/[C:15]([OH:17])=[O:16]. Procedure details: To a mixture of 2-Chloro-4-fluoro-3-methoxybenzaldehyde (17.6 g, 93.3 mmol) and malonic acid (18.6 g, 179 mmol) was added pyridine (60 mL) followed by piperidine (1.6 mL, 19 mmol). The mixture was heated in a 90° C. oil bath giving a clear yellow solution. After 220 minutes, the hot solution was poured into 500 mL of ice cold 2.5N HCl with stirring. The resulting solid was isolated by filtration, washing thoroughly with water. Drying under vacuum gave (2E)-3-(2-chloro-4-fluoro-3-methoxyphenyl)ac... Procedure details: (R)-1-Chloro-3-(2,4-dimethoxyphenyl)-2-propanol was prepared using the same procedure as described for example 2, intermediate (d), but from 2,4-dimethoxybromobenzene and (R)-epichlorohydrin. Yields the product ClC[C@@H](CC1=C(C=C(C=C1)OC)OC)O ((R)-1-Chloro-3-(2,4-dimethoxyphenyl)-2-propanol). Reaction SMILES: C(OC(N1CCO[C@H](CC2C=CC=C(Br)C=2)C1)=O)(C)(C)C.[CH3:22][O:23][C:24]1[CH:29]=[C:28]([O:30][CH3:31])[CH:27]=[CH:26][C:25]=1Br.[CH2:33]([C@@H:35]1[O:37][CH2:36]1)[Cl:34]>>[Cl:34][CH2:33][C@H:35]([OH:37])[CH2:36][C:25]1[CH:26]=[CH:27][C:28]([O:30][CH3:31])=[CH:29][C:24]=1[O:23][CH3:22]. Starting materials: C(C)(C)(C)OC(=O)N1C[C@H](OCC1)CC1=CC(=CC=C1)Br ((R)-2-(3-bromo-benzyl)-morpholine-4-carboxylic acid tert-butyl ester), COC1=C(C=CC(=C1)OC)Br (2,4-dimethoxybromobenzene), C(Cl)[C@H]1CO1 ((R)-epichlorohydrin). Starting materials: CI (methyl iodide), ClC1=CC=C(C=N1)CN1C(NCC1)=C(CSCC=C)[N+](=O)[O-] (1-(6-chloro-3-pyridylmethyl)-2-(1-nitro-2-allylthioethylidene)imidazolidine), [H][H] (hydrogen), [H-].[Na+] (sodium hydride). The solvent is CN(C=O)C (N,N-dimethylformamide). Reaction conditions: time 2 hour. Product: ClC1=CC=C(C=N1)CN1C(N(CC1)C)=C(CSCC=C)[N+](=O)[O-] (1-(6-chloro-3-pyridylmethyl)-3-methyl-2-(1-nitro-2-allylthioethylidene)imidazolidine). Isolated yield 57.8%. Reaction SMILES: [Cl:1][C:2]1[N:7]=[CH:6][C:5]([CH2:8][N:9]2[CH2:13][CH2:12][NH:11][C:10]2=[C:14]([N+:20]([O-:22])=[O:21])[CH2:15][S:16][CH2:17][CH:18]=[CH2:19])=[CH:4][CH:3]=1.[H-].[Na+].[H][H].[CH3:27]I>CN(C)C=O>[Cl:1][C:2]1[N:7]=[CH:6][C:5]([CH2:8][N:9]2[CH2:13][CH2:12][N:11]([CH3:27])[C:10]2=[C:14]([N+:20]([O-:22])=[O:21])[CH2:15][S:16][CH2:17][CH:18]=[CH2:19])=[CH:4][CH:3]=1 |f:1.2|. Reported procedure: 0.5 g of 1-(6-chloro-3-pyridylmethyl)-2-(1-nitro-2-allylthioethylidene)imidazolidine was dissolved in 10 ml of N,N-dimethylformamide, and 0.06 g of sodium hydride (60% oil suspension) was then gradually added thereto at room temperature. The resultant reaction liquor was continuously stirred for about 15 minutes until the generation of hydrogen gas stopped, and thereafter 0.18 g of methyl iodide was gradually added dropwise to the reaction liquor. The reaction liquor was further continuously sti... Starting materials: Cc1ccccc1, ClC(Cl)(c1ccccc1)c1ccccc1, O=C(O)c1cc(Cl)c(O)c(O)c1Cl. RXN SMILES: [CH3:29][c:30]1[cH:31][cH:32][cH:33][cH:34][cH:35]1.[Cl:14][C:15]([c:16]1[cH:17][cH:18][cH:19][cH:20][cH:21]1)([c:22]1[cH:23][cH:24][cH:25][cH:26][cH:27]1)[Cl:28].[Cl:1][c:2]1[c:3]([C:4](=[O:5])[OH:6])[cH:7][c:8]([Cl:13])[c:9]([OH:12])[c:10]1[OH:11]>>[Cl:1][c:2]1[c:3]([C:4](=[O:5])[OH:6])[cH:7][c:8]([Cl:13])[c:9]2[c:10]1[O:11][C:15]([c:16]1[cH:17][cH:18][cH:19][cH:20][cH:21]1)([c:22]1[cH:23][cH:24][cH:25][cH:26][cH:27]1)[O:12]2. The product is O=C(O)c1cc(Cl)c2c(c1Cl)OC(c1ccccc1)(c1ccccc1)O2. The reactants are CC1(OCCO1)C1=CC=C(O1)CN1N=CC(=C1)N (1-[5-(2-methyl-[1,3]dioxolan-2-yl)-furan-2-ylmethyl]-1H-pyrazol-4-ylamine), ClC1=C(C=CC=C1Cl)/C=C/C(=O)O ((E)-3-(2,3-dichloro-phenyl)-acrylic acid). Yields the product C(C)(=O)C1=CC=C(O1)CN1N=CC(=C1)NC(\C=C\C1=C(C(=CC=C1)Cl)Cl)=O ((E)-N-[1-(5-Acetyl-furan-2-ylmethyl)-1H-pyrazol-4-yl]-3-(2,3-dichloro-phenyl)-acrylamide). As a reaction SMILES: [CH3:1][C:2]1([C:7]2[O:11][C:10]([CH2:12][N:13]3[CH:17]=[C:16]([NH2:18])[CH:15]=[N:14]3)=[CH:9][CH:8]=2)[O:6]CCO1.[Cl:19][C:20]1[C:25]([Cl:26])=[CH:24][CH:23]=[CH:22][C:21]=1/[CH:27]=[CH:28]/[C:29](O)=[O:30]>>[C:2]([C:7]1[O:11][C:10]([CH2:12][N:13]2[CH:17]=[C:16]([NH:18][C:29](=[O:30])/[CH:28]=[CH:27]/[C:21]3[CH:22]=[CH:23][CH:24]=[C:25]([Cl:26])[C:20]=3[Cl:19])[CH:15]=[N:14]2)=[CH:9][CH:8]=1)(=[O:6])[CH3:1]. Procedure details: Following general procedure B followed by either C or D, starting from 1-[5-(2-methyl-[1,3]dioxolan-2-yl)-furan-2-ylmethyl]-1H-pyrazol-4-ylamine and (E)-3-(2,3-dichloro-phenyl)-acrylic acid. Starting materials: NCCCO, O=Cc1ccccn1. The product is OCCCNCc1ccccn1. As a reaction SMILES: [NH2:1][CH2:2][CH2:3][CH2:4][OH:5].[n:6]1[c:7]([CH:12]=[O:13])[cH:8][cH:9][cH:10][cH:11]1>>[NH:1]([CH2:2][CH2:3][CH2:4][OH:5])[CH2:12][c:7]1[n:6][cH:11][cH:10][cH:9][cH:8]1.